From a dataset of the Open Reaction Database (ORD), a public repository of structured organic reaction records. describe an organic reaction: reactants, conditions, products, and yield Starting materials: COc1ccc(F)c(-c2ccc(CO)cc2C2=CCCCCCC2)c1, CCOC(C)=O, [H][H]. Yields the product COc1ccc(F)c(-c2ccc(CO)cc2C2CCCCCCC2)c1. As a reaction SMILES: [C:1]1([c:9]2[c:10](-[c:17]3[c:18]([F:25])[cH:19][cH:20][c:21]([O:23][CH3:24])[cH:22]3)[cH:11][cH:12][c:13]([CH2:15][OH:16])[cH:14]2)=[CH:2][CH2:3][CH2:4][CH2:5][CH2:6][CH2:7][CH2:8]1.[CH3:28][CH2:29][O:30][C:31]([CH3:32])=[O:33].[H:26][H:27]>>[CH:1]1([c:9]2[c:10](-[c:17]3[c:18]([F:25])[cH:19][cH:20][c:21]([O:23][CH3:24])[cH:22]3)[cH:11][cH:12][c:13]([CH2:15][OH:16])[cH:14]2)[CH2:2][CH2:3][CH2:4][CH2:5][CH2:6][CH2:7][CH2:8]1. The reactants are C1(=CC=CC=C1)N1C=C(C=C1)C=O (1-phenyl pyrrole-3-carboxaldehyde), C(C1=CC=CC=C1)C1CCNCC1 (4-benzylpiperidine), C(C1=CC=CC=C1)C1CCNCC1 (4-benzylpiperidine), Cl (HCl), C(#N)[BH3-].[Na+] (sodium cyanoborohydride). Run in CO (methanol). Reaction conditions: time 8 hour. The product is C1(=CC=CC=C1)N1C=C(C=C1)CN1CCC(CC1)CC1=CC=CC=C1 (1-phenyl-3[(4-benzyl-piperidin-1-yl)methyl]pyrrole). As a reaction SMILES: [C:1]1([N:7]2[CH:11]=[CH:10][C:9]([CH:12]=O)=[CH:8]2)[CH:6]=[CH:5][CH:4]=[CH:3][CH:2]=1.[CH2:14]([CH:21]1[CH2:26][CH2:25][NH:24][CH2:23][CH2:22]1)[C:15]1[CH:20]=[CH:19][CH:18]=[CH:17][CH:16]=1.Cl.C([BH3-])#N.[Na+]>CO>[C:1]1([N:7]2[CH:11]=[CH:10][C:9]([CH2:12][N:24]3[CH2:25][CH2:26][CH:21]([CH2:14][C:15]4[CH:20]=[CH:19][CH:18]=[CH:17][CH:16]=4)[CH2:22][CH2:23]3)=[CH:8]2)[CH:6]=[CH:5][CH:4]=[CH:3][CH:2]=1 |f:3.4|. Procedure: To a solution of 171 mg of 1-phenyl pyrrole-3-carboxaldehyde in 1 mL of methanol was added 525 mg of 4-benzylpiperidine, 175 mg of 4-benzylpiperidine.HCl and 63 mg of sodium cyanoborohydride. The reaction mixture was stirred overnight at room temperature under an atmosphere of nitrogen. The methanol was removed by evaporation under reduced pressure and the residue was extracted into 50 mL of ethyl acetate, then washed successively with 50 mL aliquots of 10% sodium hydroxide and water. The ethyl ... Starting materials: [BH4-], COC(=O)Oc1cc([N+](=O)[O-])c(F)cc1C1CCCC1, CO, [Na+], Cl[Ni]Cl. Product: COC(=O)Oc1cc(N)c(F)cc1C1CCCC1. Reaction SMILES: [BH4-:21].[C:1]([O:2][c:3]1[c:4]([CH:13]2[CH2:14][CH2:15][CH2:16][CH2:17]2)[cH:5][c:6]([F:12])[c:7]([N+:9]([O-:10])=[O:11])[cH:8]1)([O:18][CH3:19])=[O:20].[CH3:23][OH:24].[Na+:22].[Ni:25]([Cl:26])[Cl:27]>>[C:1]([O:2][c:3]1[c:4]([CH:13]2[CH2:14][CH2:15][CH2:16][CH2:17]2)[cH:5][c:6]([F:12])[c:7]([NH2:9])[cH:8]1)([O:18][CH3:19])=[O:20]. Product: Oc1ccc(CCNCc2ccccc2)cc1. As a reaction SMILES: [CH3:19][CH2:20][OH:21].[CH:11](=[O:12])[c:13]1[cH:14][cH:15][cH:16][cH:17][cH:18]1.[NH2:1][CH2:2][CH2:3][c:4]1[cH:5][cH:6][c:7]([OH:8])[cH:9][cH:10]1>>[NH:1]([CH2:2][CH2:3][c:4]1[cH:5][cH:6][c:7]([OH:8])[cH:9][cH:10]1)[CH2:11][c:13]1[cH:14][cH:15][cH:16][cH:17][cH:18]1. The reactants are CCO, O=Cc1ccccc1, NCCc1ccc(O)cc1. Reactants: NC1=NC2=C(N1C1=CC=C(C=C1)NC(C)=O)C=CC=C2 (2-Amino-1-(4-acetamidophenyl)benzimidazole), Cl (hydrochloric acid). The product is Cl.NC1=NC2=C(N1C1=CC=C(C=C1)N)C=CC=C2 (2-Amino-1-(4-aminophenyl)benzimidazole Hydrochloride). RXN SMILES: [NH2:1][C:2]1[N:6]([C:7]2[CH:12]=[CH:11][C:10]([NH:13]C(=O)C)=[CH:9][CH:8]=2)[C:5]2[CH:17]=[CH:18][CH:19]=[CH:20][C:4]=2[N:3]=1.[ClH:21]>>[ClH:21].[NH2:1][C:2]1[N:6]([C:7]2[CH:8]=[CH:9][C:10]([NH2:13])=[CH:11][CH:12]=2)[C:5]2[CH:17]=[CH:18][CH:19]=[CH:20][C:4]=2[N:3]=1 |f:2.3|. Reported procedure: 2-Amino-1-(4-acetamidophenyl)benzimidazole (1.78 g, 6.68 mmol) was refluxed in hydrochloric acid (25 ml) overnight. The crude mixture was evaporated and triturated with diethyl ether. Yield 1.68 g, 96%, M.p. 258-260° C. The solvent is O (water). Product: C(CCC)N(C1=CC=C(C=CC2=CC=C(C=C2)[N+](=O)[O-])C=C1)CCCC (4'-Dibutylamino-4-nitrostilbene). Reported procedure: A mixture of 5.00 g (21 mmol) of 4-dibutylaminobenzaldehyde, 4.27 g (24 mmol) of 4-nitrophenylacetic acid, 1.80 g (21 mmol) of piperidine, and 50 mL of xylenes was heated with stirring at reflux of 20 hours with continuous removal of water using a Dean-Stark apparatus. The mixture turned dark red. Approximately half the xylenes was distilled, 20 mL of heptane was added, and the residue was cooled to -30° C. Red crystals separated which were collected and then recrystallized from toluene/heptane.... Reaction conditions: temperature -30 celsius. The reactants are C(CCC)N(C1=CC=C(C=O)C=C1)CCCC (4-dibutylaminobenzaldehyde), [N+](=O)([O-])C1=CC=C(C=C1)CC(=O)O (4-nitrophenylacetic acid), N1CCCCC1 (piperidine), xylenes. As a reaction SMILES: [CH2:1]([N:5]([CH2:14][CH2:15][CH2:16][CH3:17])[C:6]1[CH:13]=[CH:12][C:9]([CH:10]=O)=[CH:8][CH:7]=1)[CH2:2][CH2:3][CH3:4].[N+:18]([C:21]1[CH:26]=[CH:25][C:24]([CH2:27]C(O)=O)=[CH:23][CH:22]=1)([O-:20])=[O:19].N1CCCCC1>O>[CH2:1]([N:5]([CH2:14][CH2:15][CH2:16][CH3:17])[C:6]1[CH:13]=[CH:12][C:9]([CH:10]=[CH:27][C:24]2[CH:25]=[CH:26][C:21]([N+:18]([O-:20])=[O:19])=[CH:22][CH:23]=2)=[CH:8][CH:7]=1)[CH2:2][CH2:3][CH3:4].